From a dataset of the Open Reaction Database (ORD), a public repository of structured organic reaction records. describe an organic reaction: reactants, conditions, products, and yield The reactants are C1COCCOCCOCCOCCO1, O=Cc1c[nH]c(-c2ccccc2F)c1I, [H-], [Na+], C1CCOC1, O=S(=O)(Cl)c1cccnc1. Product: O=Cc1cn(S(=O)(=O)c2cccnc2)c(-c2ccccc2F)c1I. Reaction SMILES: [CH2:18]1[O:19][CH2:20][CH2:21][O:22][CH2:23][CH2:24][O:25][CH2:26][CH2:27][O:28][CH2:29][CH2:30][O:31][CH2:32]1.[F:1][c:2]1[c:3](-[c:8]2[c:9]([I:15])[c:10]([CH:13]=[O:14])[cH:11][nH:12]2)[cH:4][cH:5][cH:6][cH:7]1.[H-:16].[Na+:17].[O:43]1[CH2:44][CH2:45][CH2:46][CH2:47]1.[n:33]1[cH:34][c:35]([S:39](=[O:40])(=[O:41])[Cl:42])[cH:36][cH:37][cH:38]1>>[F:1][c:2]1[c:3](-[c:8]2[c:9]([I:15])[c:10]([CH:13]=[O:14])[cH:11][n:12]2[S:39]([c:35]2[cH:34][n:33][cH:38][cH:37][cH:36]2)(=[O:40])=[O:41])[cH:4][cH:5][cH:6][cH:7]1. The reactants are BrC=1C=CC2=C(C3=NC(=CN3CCO2)C(=O)N)C1 (9-Bromo-4,5-dihydro-6-oxa-1,3a-diaza-benzo[e]azulene-2-carboxylic acid amide), C(#C)C1(CN(CC1)C)O (3-Ethynyl-1-methyl-pyrrolidin-3-ol). The reagents and catalysts are Cl[Pd]([P](C1=CC=CC=C1)(C2=CC=CC=C2)C3=CC=CC=C3)([P](C4=CC=CC=C4)(C5=CC=CC=C5)C6=CC=CC=C6)Cl (Pd(PPh3)2Cl2), [Cu]I (CuI). Run in C(C)#N (acetonitrile), C(C)N(CC)CC (triethylamine). Conditions: temperature 100 celsius. Yields the product OC1(CN(CC1)C)C#CC=1C=CC2=C(C3=NC(=CN3CCO2)C(=O)N)C1 (9-(3-Hydroxy-1-methyl-pyrrolidin-3-ylethynyl)-4,5-dihydro-6-oxa-1,3a-diaza-benzo[e]azulene-2-carboxylic acid amide). Yield: 9.9%. Reaction SMILES: Br[C:2]1[CH:3]=[CH:4][C:5]2[O:14][CH2:13][CH2:12][N:11]3[C:7](=[N:8][C:9]([C:15]([NH2:17])=[O:16])=[CH:10]3)[C:6]=2[CH:18]=1.[C:19]([C:21]1([OH:27])[CH2:25][CH2:24][N:23]([CH3:26])[CH2:22]1)#[CH:20]>C(#N)C.C(N(CC)CC)C.Cl[Pd](Cl)([P](C1C=CC=CC=1)(C1C=CC=CC=1)C1C=CC=CC=1)[P](C1C=CC=CC=1)(C1C=CC=CC=1)C1C=CC=CC=1.[Cu]I>[OH:27][C:21]1([C:19]#[C:20][C:2]2[CH:3]=[CH:4][C:5]3[O:14][CH2:13][CH2:12][N:11]4[C:7](=[N:8][C:9]([C:15]([NH2:17])=[O:16])=[CH:10]4)[C:6]=3[CH:18]=2)[CH2:25][CH2:24][N:23]([CH3:26])[CH2:22]1 |^1:40,59|. Procedure details: This compound was prepared according to a procedure similar to that described in Procedure E. In a solution of 9-Bromo-4,5-dihydro-6-oxa-1,3a-diaza-benzo[e]azulene-2-carboxylic acid amide (200 mg, 0.64 mmol) in acetonitrile (3 mL) and triethylamine (3 mL) were added, Pd(PPh3)2Cl2 (44 mg, 0.06 mmol), 3-Ethynyl-1-methyl-pyrrolidin-3-ol (160 mg, 1.3 mmol) and CuI (12 mg, 0.06 mmol). Then the solution was bubbled N2 for 5 min and heated by microwave for 1 h at 100° C. under nitrogen. The reaction mi... Reactants: C(C)OC(=O)C1=C(N=C(S1)C1=NC=CC=N1)C(F)(F)F (2-pyrimidin-2-yl-4-trifluoromethyl-thiazole-5-carboxylic acid ethyl ester), [OH-].[Na+] (sodium hydroxide). Solvent: CO (MeOH), O (water). Reaction conditions: temperature 50 celsius, time 30 minute. Yields the product N1=C(N=CC=C1)C=1SC(=C(N1)C(F)(F)F)C(=O)O (2-Pyrimidin-2-yl-4-trifluoromethyl-thiazole-5-carboxylic acid). RXN SMILES: C([O:3][C:4]([C:6]1[S:10][C:9]([C:11]2[N:16]=[CH:15][CH:14]=[CH:13][N:12]=2)=[N:8][C:7]=1[C:17]([F:20])([F:19])[F:18])=[O:5])C.[OH-].[Na+]>CO.O>[N:16]1[CH:15]=[CH:14][CH:13]=[N:12][C:11]=1[C:9]1[S:10][C:6]([C:4]([OH:5])=[O:3])=[C:7]([C:17]([F:19])([F:20])[F:18])[N:8]=1 |f:1.2|. Reported procedure: A mixture of 2-pyrimidin-2-yl-4-trifluoromethyl-thiazole-5-carboxylic acid ethyl ester (1.6 g) and sodium hydroxide (1.2 g) in MeOH (10 mL) and water (3 mL) is heated at 50° C. with stirring for 30 min, cooled and evaporated. The residue is acidified with citric acid solution and extracted with EtOAc six times. The combined extracts are washed once with brine, dried over Na2SO4 and concentrated to give the title compound as a solid. Reactants: C(C)(C)(C)OC(CN(C1=NC(=CC=C1)C(NS(=O)(=O)C=1C=NC=CC1)CC=1N=NC(=CC1)C1=CC=CC=C1)C(=O)OC(C)(C)C)=O (tert-butyl(tert-butoxycarbonyl{6-[(6-phenylpyridazin-3-ylmethyl)(pyridin-3-ylsulfonyl)aminomethyl]pyridin-2-yl}amino)acetate), Cl.O1CCOCC1 (hydrogen chloride 1,4-dioxane). The solvent is C(Cl)Cl (methylene chloride). Reaction conditions: time 23 hour. Yields the product Cl.C1(=CC=CC=C1)C1=CC=C(N=N1)CC(C1=CC=CC(=N1)NCC(=O)O)NS(=O)(=O)C=1C=NC=CC1 ({6-[(6-Phenylpyridazin-3-ylmethyl)(pyridin-3-ylsulfonyl)aminomethyl]pyridin-2-ylamino}acetic acid hydrochloride). As a reaction SMILES: C([O:5][C:6](=[O:46])[CH2:7][N:8](C(OC(C)(C)C)=O)[C:9]1[CH:14]=[CH:13][CH:12]=[C:11]([CH:15]([CH2:26][C:27]2[N:28]=[N:29][C:30]([C:33]3[CH:38]=[CH:37][CH:36]=[CH:35][CH:34]=3)=[CH:31][CH:32]=2)[NH:16][S:17]([C:20]2[CH:21]=[N:22][CH:23]=[CH:24][CH:25]=2)(=[O:19])=[O:18])[N:10]=1)(C)(C)C.[ClH:47].O1CCOCC1>C(Cl)Cl>[ClH:47].[C:33]1([C:30]2[N:29]=[N:28][C:27]([CH2:26][CH:15]([NH:16][S:17]([C:20]3[CH:21]=[N:22][CH:23]=[CH:24][CH:25]=3)(=[O:19])=[O:18])[C:11]3[N:10]=[C:9]([NH:8][CH2:7][C:6]([OH:46])=[O:5])[CH:14]=[CH:13][CH:12]=3)=[CH:32][CH:31]=2)[CH:38]=[CH:37][CH:36]=[CH:35][CH:34]=1 |f:1.2,4.5|. Procedure: To a solution of tert-butyl(tert-butoxycarbonyl{6-[(6-phenylpyridazin-3-ylmethyl)(pyridin-3-ylsulfonyl)aminomethyl]pyridin-2-yl}amino)acetate (150 mg, 0.232 mmol) obtained in Example 1-(b) in methylene chloride (9.2 ml) was added a 4N hydrogen chloride/1,4-dioxane solution (2.3 ml), and the mixture was left at room temperature for 23 hours. After completion of the reaction, the reaction solution was concentrated under reduced pressure to afford the title compound (144 mg) substantially quantitat... Reactants: CCOC(=O)c1noc(C(CCCC2CCCCC2)CC(=O)OC(C)(C)C)n1, O=C([O-])[O-], CS(C)=O, Cl, [K+], [K+], O=C(O)C1CNC1, O. Yields the product CC(C)(C)OC(=O)CC(CCCC1CCCCC1)c1nc(C(=O)N2CC(C(=O)O)C2)no1. RXN SMILES: [C:1]([CH3:2])([CH3:3])([CH3:4])[O:5][C:6]([CH2:7][CH:8]([CH2:9][CH2:10][CH2:11][CH:12]1[CH2:13][CH2:14][CH2:15][CH2:16][CH2:17]1)[c:18]1[n:19][c:20]([C:23](=[O:24])[O:25][CH2:26][CH3:27])[n:21][o:22]1)=[O:28].[C:36](=[O:37])([O-:38])[O-:39].[CH3:43][S:44]([CH3:45])=[O:46].[ClH:42].[K+:40].[K+:41].[NH:29]1[CH2:30][CH:31]([C:33](=[O:34])[OH:35])[CH2:32]1.[OH2:47]>>[C:1]([CH3:2])([CH3:3])([CH3:4])[O:5][C:6]([CH2:7][CH:8]([CH2:9][CH2:10][CH2:11][CH:12]1[CH2:13][CH2:14][CH2:15][CH2:16][CH2:17]1)[c:18]1[n:19][c:20]([C:23](=[O:24])[N:29]2[CH2:30][CH:31]([C:33](=[O:34])[OH:35])[CH2:32]2)[n:21][o:22]1)=[O:28]. The reactants are [F-].[F-].[F-].C(C)N(CC)SN(CC)CC (diethylaminosulfide trifluoride), C(#C)C(O)C=1SC=C(N1)COC1OCCCC1 (α-ethynyl 4-[[(tetrahydro 2H-pyran-2-yl) oxy] methyl] 2-thiazole methanol), C([O-])(O)=O.[Na+] (sodium bicarbonate). Run in C(Cl)Cl (methylene chloride). Reaction conditions: temperature -55 celsius, time 2 hour. Yields the product FC(C#C)C=1SC=C(N1)CO (2-(1-fluoro 2-propynyl)-4-thiazolemethanol). Reaction SMILES: [F-:1].[F-].[F-].C(N(SN(CC)CC)CC)C.[C:15]([CH:17]([C:19]1[S:20][CH:21]=[C:22]([CH2:24][O:25]C2CCCCO2)[N:23]=1)O)#[CH:16].C(=O)(O)[O-].[Na+]>C(Cl)Cl>[F:1][CH:17]([C:19]1[S:20][CH:21]=[C:22]([CH2:24][OH:25])[N:23]=1)[C:15]#[CH:16] |f:0.1.2.3,5.6|. Procedure details: 0.53 ml of diethylaminosulfide trifluoride (DAST) were added at about -60° C. to a solution of 1 g of the product of Stage C and 5 ml of methylene chloride and the reaction mixture was stirred for 2 hours at -55° C. and poured into a solution of sodium bicarbonate. Extraction was carried out with methylene chloride and the extracts were dried over magnesium sulfate, filtered and evaporated to dryness. The residue was taken up in 5 ml of methanol and 20 mg of toluene-sulfonic acid were added. The... The reactants are Cc1c(NC(=O)c2ccc(C(C)(C)C)cc2)cccc1-c1cn(C)c(=O)c(Nc2ccc(CCO)cc2)n1, CCN(C(C)C)C(C)C, ClCCl, [Na+], [OH-], CS(=O)(=O)Cl. Product: Cc1c(NC(=O)c2ccc(C(C)(C)C)cc2)cccc1-c1cn(C)c(=O)c(Nc2ccc(CCOS(C)(=O)=O)cc2)n1. RXN SMILES: [C:1]([CH3:2])([CH3:3])([CH3:4])[c:5]1[cH:6][cH:7][c:8]([C:9](=[O:10])[NH:11][c:12]2[c:13]([CH3:36])[c:14](-[c:18]3[n:19][c:20]([NH:26][c:27]4[cH:28][cH:29][c:30]([CH2:33][CH2:34][OH:35])[cH:31][cH:32]4)[c:21](=[O:25])[n:22]([CH3:24])[cH:23]3)[cH:15][cH:16][cH:17]2)[cH:37][cH:38]1.[CH:39]([N:40]([CH:41]([CH3:42])[CH3:43])[CH2:44][CH3:45])([CH3:46])[CH3:47].[Cl:55][CH2:56][Cl:57].[Na+:54].[OH-:53].[S:48](=[O:49])(=[O:50])([CH3:51])[Cl:52]>>[C:1]([CH3:2])([CH3:3])([CH3:4])[c:5]1[cH:6][cH:7][c:8]([C:9](=[O:10])[NH:11][c:12]2[c:13]([CH3:36])[c:14](-[c:18]3[n:19][c:20]([NH:26][c:27]4[cH:28][cH:29][c:30]([CH2:33][CH2:34][O:35][S:48](=[O:49])(=[O:50])[CH3:51])[cH:31][cH:32]4)[c:21](=[O:25])[n:22]([CH3:24])[cH:23]3)[cH:15][cH:16][cH:17]2)[cH:37][cH:38]1. Reactants: NC1=C(C(=C(C(=O)O)C=C1O)NC1=C(C=CC=C1)Cl)F (4-amino-2-((2-chlorophenyl)amino)-3-fluoro-5-hydroxybenzoic acid), CC=1C=CC(=CC1)S(=O)(=O)O (p-TsOH), O (water). The solvent is C(OC)(OC)OC (trimethyl orthoformate). Conditions: time 1 hour. The product is ClC1=C(C=CC=C1)NC=1C(=CC2=C(N=CO2)C1F)C(=O)O (5-((2-chlorophenyl)amino)-4-fluorobenzo[d]oxazole-6-carboxylic acid). The yield is 87.9%. Reaction SMILES: [NH2:1][C:2]1[C:10]([OH:11])=[CH:9][C:5]([C:6]([OH:8])=[O:7])=[C:4]([NH:12][C:13]2[CH:18]=[CH:17][CH:16]=[CH:15][C:14]=2[Cl:19])[C:3]=1[F:20].[CH3:21]C1C=CC(S(O)(=O)=O)=CC=1.O>C(OC)(OC)OC>[Cl:19][C:14]1[CH:15]=[CH:16][CH:17]=[CH:18][C:13]=1[NH:12][C:4]1[C:5]([C:6]([OH:8])=[O:7])=[CH:9][C:10]2[O:11][CH:21]=[N:1][C:2]=2[C:3]=1[F:20]. Reported procedure: To a solution of 4-amino-2-((2-chlorophenyl)amino)-3-fluoro-5-hydroxybenzoic acid in trimethyl orthoformate (100 mL) was added p-TsOH (0.42 g, 1.35 mmol). The reaction mixture was stirred for 1 h and treated with water (300 mL). The precipitate was filtered off and the filter cake was washed with water to afford a yellow solid (12.31 g, 87.9% yield for two steps). 1H NMR (400 MHz, DMSO-d6): δ 13.9 (s, 1H), 9.05 (s, 1H), 8.8 (s, 1H), 8.23 (s, 1H), 7.43 (m, 1H), 7.15 (m, 1H), 6.98 (m, 1H), 6.74 (m... The reactants are CC(C)(C)OC(=O)NCC(=O)NCc1ccc(-n2nc(C(C)(C)C)cc2NC(=O)Nc2ccc(Oc3ccncc3)cc2)cc1, C1CCOC1, O=C(O)C(F)(F)F. Product: CC(C)(C)c1cc(NC(=O)Nc2ccc(Oc3ccncc3)cc2)n(-c2ccc(CNC(=O)CN)cc2)n1. Reaction SMILES: [C:1]([O:2][C:3](=[O:4])[NH:7][CH2:8][C:9]([NH:10][CH2:11][c:12]1[cH:13][cH:14][c:15](-[n:18]2[n:19][c:20]([C:40]([CH3:41])([CH3:42])[CH3:43])[cH:21][c:22]2[NH:23][C:24](=[O:25])[NH:26][c:27]2[cH:28][cH:29][c:30]([O:33][c:34]3[cH:35][cH:36][n:37][cH:38][cH:39]3)[cH:31][cH:32]2)[cH:16][cH:17]1)=[O:44])([CH3:5])([CH3:6])[CH3:45].[CH2:53]1[O:54][CH2:55][CH2:56][CH2:57]1.[F:46][C:47]([F:48])([F:49])[C:50]([OH:51])=[O:52]>>[NH2:7][CH2:8][C:9]([NH:10][CH2:11][c:12]1[cH:13][cH:14][c:15](-[n:18]2[n:19][c:20]([C:40]([CH3:41])([CH3:42])[CH3:43])[cH:21][c:22]2[NH:23][C:24](=[O:25])[NH:26][c:27]2[cH:28][cH:29][c:30]([O:33][c:34]3[cH:35][cH:36][n:37][cH:38][cH:39]3)[cH:31][cH:32]2)[cH:16][cH:17]1)=[O:44]. The reactants are O=C(O)Cc1ccc2c(c1)OCO2, Cc1ccc(Cl)c(N)c1. The reagents and catalysts are CCN=C=NCCCN(C)C.Cl (EDC-HCl), CCN(CC)CC (TEA), C1=CC=C2C(=C1)C(=O)N(C2=O)O (N-Hydroxyphthalimide). Run in CN(C)C=O (DMF), CN(C)C=O (DMF), CN(C)C=O (DMF), CN(C)C=O (DMF), CN(C)C=O (DMF), CN(C)C=O (DMF). Reaction conditions: temperature 25 celsius, time 2 hour. Yields the product Cc1ccc(Cl)c(NC(=O)Cc2ccc3c(c2)OCO3)c1. The yield is 0.5%. Reaction SMILES: Cc1ccc(Cl)c(N)c1.O=C(O)Cc1ccc2c(c1)OCO2.CCN=C=NCCCN(C)C.Cl.C1=CC=C2C(=C1)C(=O)N(C2=O)O.CCN(CC)CC.CN(C)C=O>>Cc1ccc(Cl)c(NC(=O)Cc2ccc3c(c2)OCO3)c1.